The task is: describe an organic reaction: reactants, conditions, products, and yield. This data is from the Open Reaction Database (ORD), a public repository of structured organic reaction records. The reactants are CC(N)COc1cccc2ncnc(Nc3ccc(OCc4ccccn4)c(Cl)c3)c12, O=C1OCCC1O. Yields the product CC(COc1cccc2ncnc(Nc3ccc(OCc4ccccn4)c(Cl)c3)c12)NC(=O)C(O)CCO. RXN SMILES: [NH2:1][CH:2]([CH2:3][O:4][c:5]1[c:6]2[c:7]([NH:15][c:16]3[cH:17][c:18]([Cl:30])[c:19]([O:22][CH2:23][c:24]4[n:25][cH:26][cH:27][cH:28][cH:29]4)[cH:20][cH:21]3)[n:8][cH:9][n:10][c:11]2[cH:12][cH:13][cH:14]1)[CH3:31].[OH:32][CH:33]1[C:34](=[O:35])[O:36][CH2:37][CH2:38]1>>[NH:1]([CH:2]([CH2:3][O:4][c:5]1[c:6]2[c:7]([NH:15][c:16]3[cH:17][c:18]([Cl:30])[c:19]([O:22][CH2:23][c:24]4[n:25][cH:26][cH:27][cH:28][cH:29]4)[cH:20][cH:21]3)[n:8][cH:9][n:10][c:11]2[cH:12][cH:13][cH:14]1)[CH3:31])[C:34]([CH:33]([OH:32])[CH2:38][CH2:37][OH:36])=[O:35]. The reactants are COC1=C(C=C(C=C1)[N+](=O)[O-])C (1-methoxy-2-methyl-4-nitrobenzene). Reagents/catalysts: [Pd] (Palladium on carbon). Solvent: CO (methanol). Reaction conditions: time 16 hour. The product is COC1=C(C=C(C=C1)N)C (4-methoxy-3-methylphenylamine). Yield: 100.0%. Reaction SMILES: [CH3:1][O:2][C:3]1[CH:8]=[CH:7][C:6]([N+:9]([O-])=O)=[CH:5][C:4]=1[CH3:12]>[Pd].CO>[CH3:1][O:2][C:3]1[CH:8]=[CH:7][C:6]([NH2:9])=[CH:5][C:4]=1[CH3:12]. Procedure: 10% Palladium on carbon (10% Pd/C) (1.5 g) was added to a solution of 1-methoxy-2-methyl-4-nitrobenzene (9.5 g, 57 mmol) in methanol (100 mL). The mixture was stirred under a hydrogen atmosphere (1 atm.) at room temperature for 16 h. The mixture was filtered through a pad of CELITE™ and the filtrate was evaporated in vacuo to yield 4-methoxy-3-methylphenylamine (8.0 g, 57 mmol, 100%). Starting materials: N#N (N2), FC(C(=O)C1CN(CCC1)C(=O)OC(C)(C)C)(F)F (tert-butyl 3-(2,2,2-trifluoroacetyl)piperidine-1-carboxylate), COCCCC[Mg]Cl (methoxybutylmagnesium chloride), [NH4+].[Cl-] (NH4Cl), C(=O)=O.CC(=O)C (dry ice acetone). The solvent is C1CCOC1 (THF), C1CCOC1 (THF), C(C)OCC (diethyl ether). Conditions: time 10 minute. The product is FC(C(CCCCOC)(O)C1CN(CCC1)C(=O)OC(C)(C)C)(F)F (tert-butyl 3-(1,1,1-trifluoro-2-hydroxy-6-methoxyhexan-2-yl)piperidine-1-carboxylate). Yield: 15.0%. Reaction SMILES: N#N.[F:3][C:4]([F:21])([F:20])[C:5]([CH:7]1[CH2:12][CH2:11][CH2:10][N:9]([C:13]([O:15][C:16]([CH3:19])([CH3:18])[CH3:17])=[O:14])[CH2:8]1)=[O:6].C(=O)=O.CC(C)=O.[CH3:29][O:30][CH2:31][CH2:32][CH2:33][CH2:34][Mg]Cl.[NH4+].[Cl-]>C(OCC)C.C1COCC1>[F:21][C:4]([F:3])([F:20])[C:5]([CH:7]1[CH2:12][CH2:11][CH2:10][N:9]([C:13]([O:15][C:16]([CH3:18])([CH3:17])[CH3:19])=[O:14])[CH2:8]1)([OH:6])[CH2:34][CH2:33][CH2:32][CH2:31][O:30][CH3:29] |f:2.3,5.6|. Reported procedure: Under protection of N2 gas, tert-butyl 3-(2,2,2-trifluoroacetyl)piperidine-1-carboxylate (102 mg, 0.363 mmol) was dissolved dry THF (8 mL) and cooled to −78° C. (dry ice/acetone bath). 1.22 M methoxybutylmagnesium chloride in THF (600 μL, 2 equiv) solution was added slowly. After 10 min, the reaction was allowed to warm up to rt slowly. After 2 h, satd aq NH4Cl (15 mL) solution was added to the reaction mixture. The mixture was diluted with diethyl ether and the layers were separated. The aqueou...